From a dataset of the Open Reaction Database (ORD), a public repository of structured organic reaction records. describe an organic reaction: reactants, conditions, products, and yield Starting materials: C(C)S(=O)(=O)N1CCC(CC1)C1=CNC2=C(C=C(C=C12)C1=CC(=CC=C1)C=O)C(=O)N (3-[1-(ethylsulfonyl)-4-piperidinyl]-5-(3-formylphenyl)-1H-indole-7-carboxamide), N1CCOCC1 (morpholine), [BH-](OC(=O)C)(OC(=O)C)OC(=O)C.[Na+] (NaBH(OAc)3). The product is C(C)S(=O)(=O)N1CCC(CC1)C1=CNC2=C(C=C(C=C12)C1=CC(=CC=C1)CN1CCOCC1)C(=O)N (3-[1-(ethylsulfonyl)-4-piperidinyl]-5-[3-(4-morpholinylmethyl)phenyl]-1H-indole-7-carboxamide). The yield is 43.2%. As a reaction SMILES: [CH2:1]([S:3]([N:6]1[CH2:11][CH2:10][CH:9]([C:12]2[C:20]3[C:15](=[C:16]([C:29]([NH2:31])=[O:30])[CH:17]=[C:18]([C:21]4[CH:26]=[CH:25][CH:24]=[C:23]([CH:27]=O)[CH:22]=4)[CH:19]=3)[NH:14][CH:13]=2)[CH2:8][CH2:7]1)(=[O:5])=[O:4])[CH3:2].[NH:32]1[CH2:37][CH2:36][O:35][CH2:34][CH2:33]1.[BH-](OC(C)=O)(OC(C)=O)OC(C)=O.[Na+]>>[CH2:1]([S:3]([N:6]1[CH2:7][CH2:8][CH:9]([C:12]2[C:20]3[C:15](=[C:16]([C:29]([NH2:31])=[O:30])[CH:17]=[C:18]([C:21]4[CH:26]=[CH:25][CH:24]=[C:23]([CH2:27][N:32]5[CH2:37][CH2:36][O:35][CH2:34][CH2:33]5)[CH:22]=4)[CH:19]=3)[NH:14][CH:13]=2)[CH2:10][CH2:11]1)(=[O:5])=[O:4])[CH3:2] |f:2.3|. Procedure details: Following the general procedure of example 1, 3-[1-(ethylsulfonyl)-4-piperidinyl]-5-(3-formylphenyl)-1H-indole-7-carboxamide (15.0 mg, 0.034 mmol), morpholine (3.5 ul, 0.04 mmol) and NaBH(OAc)3 (23.0 mg, 0.102 mmol) were reacted to give the title compound (7.5 mg, 43%). The reactants are solid, BrC1=CC(=CC=2C=C3N(C12)CCCNC3=O)C#N (7-bromo-1-oxo-2,3,4,5-tetrahydro-[1,4]diazepino[1,2-a]indole-9-carbonitrile), BrC1=CC(=CC=2C=C3N(C12)CCCNC3=O)C#N (7-bromo-1-oxo-2,3,4,5-tetrahydro-[1,4]diazepino[1,2-a]indole-9-carbonitrile), FC(C1=CC=C(C=C1)B(O)O)(F)F (4-trifluoromethyl-phenylboronic acid). RXN SMILES: Br[C:2]1[C:10]2[N:9]3[CH2:11][CH2:12][CH2:13][NH:14][C:15](=[O:16])[C:8]3=[CH:7][C:6]=2[CH:5]=[C:4]([C:17]#[N:18])[CH:3]=1.[F:19][C:20]([F:31])([F:30])[C:21]1[CH:26]=[CH:25][C:24](B(O)O)=[CH:23][CH:22]=1>>[O:16]=[C:15]1[C:8]2=[CH:7][C:6]3[CH:5]=[C:4]([C:17]#[N:18])[CH:3]=[C:2]([C:24]4[CH:25]=[CH:26][C:21]([C:20]([F:31])([F:30])[F:19])=[CH:22][CH:23]=4)[C:10]=3[N:9]2[CH2:11][CH2:12][CH2:13][NH:14]1. Product: O=C1NCCCN2C1=CC=1C=C(C=C(C21)C2=CC=C(C=C2)C(F)(F)F)C#N (1-Oxo-7-[4-(trifluoromethyl)-phenyl]-2,3,4,5-tetrahydro-[1,4]diazepino[1,2-a]indole-9-carbonitrile). Procedure details: The title compound, light grey solid (83 mg, 90%), MS (ISP) m/z=370.4 [(M+H)+], mp 241.5° C., was prepared in accordance with the general method of example 1 from 7-bromo-1-oxo-2,3,4,5-tetrahydro-[1,4]diazepino[1,2-a]indole-9-carbonitrile (intermediate 20) (76.0 mg, 0.25 mmol) and commercially available 4-trifluoromethyl-phenylboronic acid (61.7 mg, 0.325 mmol). The reactants are CC(=O)Nc1nc(C)c(-c2ccc(S(=O)(=O)Cl)s2)s1, CCN(C(C)C)C(C)C, ClCCl, CC(=O)N1CCNCC1. Product: CC(=O)Nc1nc(C)c(-c2ccc(S(=O)(=O)N3CCN(C(C)=O)CC3)s2)s1. RXN SMILES: [C:1]([CH3:2])(=[O:3])[NH:4][c:5]1[s:6][c:7](-[c:11]2[cH:12][cH:13][c:14]([S:16](=[O:17])(=[O:18])[Cl:19])[s:15]2)[c:8]([CH3:10])[n:9]1.[CH:29]([N:30]([CH:31]([CH3:32])[CH3:33])[CH2:34][CH3:35])([CH3:36])[CH3:37].[Cl:38][CH2:39][Cl:40].[N:20]1([C:26]([CH3:27])=[O:28])[CH2:21][CH2:22][NH:23][CH2:24][CH2:25]1>>[C:1]([CH3:2])(=[O:3])[NH:4][c:5]1[s:6][c:7](-[c:11]2[cH:12][cH:13][c:14]([S:16](=[O:17])(=[O:18])[N:23]3[CH2:22][CH2:21][N:20]([C:26]([CH3:27])=[O:28])[CH2:25][CH2:24]3)[s:15]2)[c:8]([CH3:10])[n:9]1.